This data is from the Open Reaction Database (ORD), a public repository of structured organic reaction records. The task is: describe an organic reaction: reactants, conditions, products, and yield Starting materials: COC(=O)c1ccc2c(C3CCCCC3)c(Br)[nH]c2c1, O=C([O-])O, CC1(C)OB(c2ccc(OCc3ccccc3)cc2N)OC1(C)C, COCCOC, [Cl-], [NH4+], [Na+], O, c1ccc(P(c2ccccc2)(c2ccccc2)[Pd](P(c2ccccc2)(c2ccccc2)c2ccccc2)(P(c2ccccc2)(c2ccccc2)c2ccccc2)P(c2ccccc2)(c2ccccc2)c2ccccc2)cc1. The product is COC(=O)c1ccc2c(C3CCCCC3)c(-c3ccc(OCc4ccccc4)cc3N)[nH]c2c1. Reaction SMILES: [Br:1][c:2]1[nH:3][c:4]2[cH:5][c:6]([C:17](=[O:18])[O:19][CH3:20])[cH:7][cH:8][c:9]2[c:10]1[CH:11]1[CH2:12][CH2:13][CH2:14][CH2:15][CH2:16]1.[C:45](=[O:46])([O-:47])[OH:48].[CH2:21]([c:22]1[cH:23][cH:24][cH:25][cH:26][cH:27]1)[O:28][c:29]1[cH:30][cH:31][c:32]([B:36]2[O:37][C:38]([CH3:39])([CH3:40])[C:41]([CH3:42])([CH3:43])[O:44]2)[c:33]([NH2:35])[cH:34]1.[CH3:52][O:53][CH2:54][CH2:55][O:56][CH3:57].[Cl-:50].[NH4+:51].[Na+:49].[OH2:58].[cH:59]1[cH:60][cH:61][c:62]([P:63]([Pd:64]([P:65]([c:66]2[cH:67][cH:68][cH:69][cH:70][cH:71]2)([c:72]2[cH:73][cH:74][cH:75][cH:76][cH:77]2)[c:78]2[cH:79][cH:80][cH:81][cH:82][cH:83]2)([P:84]([c:85]2[cH:86][cH:87][cH:88][cH:89][cH:90]2)([c:91]2[cH:92][cH:93][cH:94][cH:95][cH:96]2)[c:97]2[cH:98][cH:99][cH:100][cH:101][cH:102]2)[P:103]([c:104]2[cH:105][cH:106][cH:107][cH:108][cH:109]2)([c:110]2[cH:111][cH:112][cH:113][cH:114][cH:115]2)[c:116]2[cH:117][cH:118][cH:119][cH:120][cH:121]2)([c:122]2[cH:123][cH:124][cH:125][cH:126][cH:127]2)[c:128]2[cH:129][cH:130][cH:131][cH:132][cH:133]2)[cH:134][cH:135]1>>[c:2]1(-[c:32]2[cH:31][cH:30][c:29]([O:28][CH2:21][c:22]3[cH:23][cH:24][cH:25][cH:26][cH:27]3)[cH:34][c:33]2[NH2:35])[nH:3][c:4]2[cH:5][c:6]([C:17](=[O:18])[O:19][CH3:20])[cH:7][cH:8][c:9]2[c:10]1[CH:11]1[CH2:12][CH2:13][CH2:14][CH2:15][CH2:16]1. Reactants: C(CCC)[Li] (n-butyllithium), Cl (HCl), COC1=CC=CC2=CC=CC=C12 (1-methoxynaphthalene), B(OC(C)C)(OC(C)C)OC(C)C (triisopropyl borate). The solvent is C1CCOC1 (THF), C1CCOC1 (THF). Run at temperature -50 celsius. The product is COC1=C(C=CC2=CC=CC=C12)B(O)O (1-Methoxynaphthalene-2-boronic acid). Isolated yield 41.6%. RXN SMILES: [CH3:1][O:2][C:3]1[C:12]2[C:7](=[CH:8][CH:9]=[CH:10][CH:11]=2)[CH:6]=[CH:5][CH:4]=1.C([Li])CCC.[B:18](OC(C)C)([O:23]C(C)C)[O:19]C(C)C.Cl>C1COCC1>[CH3:1][O:2][C:3]1[C:12]2[C:7](=[CH:8][CH:9]=[CH:10][CH:11]=2)[CH:6]=[CH:5][C:4]=1[B:18]([OH:23])[OH:19]. Reported procedure: To a stirred mixture of 1-methoxynaphthalene (20.0 g, 126.6 mmol) in THF (100 mL) was added n-butyllithium (53.16 mL, 132.9 mmol, 2.5M solution in hexanes) at room temperature over 5 min. The reaction mixture was cooled to −50° C., and triisopropyl borate (43.8 mL, 35.7 g, 190 mmol) was added dropwise over 0.25 h. The resulting precipitate was broken up by the addition of THF (100 mL), and the mixture was allowed to warm to 0° C. with stirring. At this point the mixture was poured into 1N HCl (1... Starting materials: C[Si](C)(C)Cl, Nc1ccn(C2CC(O)C(CO)O2)c(=O)n1, ClCCl, Cl, Cc1ccc(S(=O)(=O)Cl)cc1, c1ccncc1. Yields the product Cc1ccc(S(=O)(=O)Nc2ccn(C3CC(O)C(CO)O3)c(=O)n2)cc1. As a reaction SMILES: [CH3:18][Si:19]([Cl:20])([CH3:21])[CH3:22].[CH:2]1([n:10]2[c:11](=[O:12])[n:13][c:14]([NH2:15])[cH:16][cH:17]2)[CH2:3][CH:4]([OH:5])[CH:6]([CH2:7][OH:8])[O:9]1.[Cl:34][CH2:35][Cl:36].[ClH:1].[c:23]1([CH3:33])[cH:24][cH:25][c:26]([S:29](=[O:30])(=[O:31])[Cl:32])[cH:27][cH:28]1.[cH:37]1[cH:38][cH:39][n:40][cH:41][cH:42]1>>[CH:2]1([n:10]2[c:11](=[O:12])[n:13][c:14]([NH:15][S:29]([c:26]3[cH:25][cH:24][c:23]([CH3:33])[cH:28][cH:27]3)(=[O:30])=[O:31])[cH:16][cH:17]2)[CH2:3][CH:4]([OH:5])[CH:6]([CH2:7][OH:8])[O:9]1. Reactants: ( 454a ), CC1=C(N)C=CC=C1 (2-methylaniline), C(CC(=O)C)(=O)OC (methyl acetoacetate). The product is CC1=NC2=C(C=CC=C2C(=C1)O)C (2,8-dimethyl-4-hydroxyquinoline). Isolated yield 37.5%. Reaction SMILES: [CH3:1][C:2]1[CH:8]=[CH:7][CH:6]=[CH:5][C:3]=1[NH2:4].[C:9](OC)(=[O:14])[CH2:10][C:11]([CH3:13])=O>>[CH3:13][C:11]1[CH:10]=[C:9]([OH:14])[C:5]2[C:3](=[C:2]([CH3:1])[CH:8]=[CH:7][CH:6]=2)[N:4]=1. Reported procedure: Following a procedure similar to (454a), 2-methylaniline (21.4 g, 0.2 mol) was condensed with methyl acetoacetate (23.2 g, 0.2 mol) to provide the desired 2,8-dimethyl-4-hydroxyquinoline (456a) (13.0 g, 38%). MS (AP+): 173 (M+1). Reactants: CN1C2CCC1CN(C(=O)c1ccc(-c3ccc([N+](=O)[O-])cc3)o1)C2, CCO, C1CCOC1. Product: CN1C2CCC1CN(C(=O)c1ccc(-c3ccc(N)cc3)o1)C2. RXN SMILES: [CH3:1][N:2]1[CH:3]2[CH2:4][N:5]([C:10](=[O:11])[c:12]3[o:13][c:14](-[c:17]4[cH:18][cH:19][c:20]([N+:23]([O-:24])=[O:25])[cH:21][cH:22]4)[cH:15][cH:16]3)[CH2:6][CH:7]1[CH2:8][CH2:9]2.[CH3:26][CH2:27][OH:28].[O:29]1[CH2:30][CH2:31][CH2:32][CH2:33]1>>[CH3:1][N:2]1[CH:3]2[CH2:4][N:5]([C:10](=[O:11])[c:12]3[o:13][c:14](-[c:17]4[cH:18][cH:19][c:20]([NH2:23])[cH:21][cH:22]4)[cH:15][cH:16]3)[CH2:6][CH:7]1[CH2:8][CH2:9]2. The reactants are ClC1=CC(=C(C=C1OC(C)C)N1C(NC2=C(C1=O)CCC2)=O)F (3-(4-chloro-2-fluoro-5-isopropoxyphenyl)-1,5,6,7-tetrahydro-2H-cyclopenta[d]pyrimidine-2,4(3H)dione), CI (methyl iodide). The solvent is C[O-].[Na+].CO (sodium methylate methanol). Product: ClC1=CC(=C(C=C1OC(C)C)N1C(N(C2=C(C1=O)CCC2)C)=O)F (3-(4-chloro-2-fluoro-5-isopropoxyphenyl)-1,5,6,7-tetrahydro-1-methyl-2H-cyclopenta[d]-pyrimidine-2,4(3H)-dione). Reaction SMILES: [Cl:1][C:2]1[C:7]([O:8][CH:9]([CH3:11])[CH3:10])=[CH:6][C:5]([N:12]2[C:17](=[O:18])[C:16]3[CH2:19][CH2:20][CH2:21][C:15]=3[NH:14][C:13]2=[O:22])=[C:4]([F:23])[CH:3]=1.[CH3:24]I>C[O-].[Na+].CO>[Cl:1][C:2]1[C:7]([O:8][CH:9]([CH3:11])[CH3:10])=[CH:6][C:5]([N:12]2[C:17](=[O:18])[C:16]3[CH2:19][CH2:20][CH2:21][C:15]=3[N:14]([CH3:24])[C:13]2=[O:22])=[C:4]([F:23])[CH:3]=1 |f:2.3.4|. Reported procedure: using 3-(4-chloro-2-fluoro-5-isopropoxyphenyl)-1,5,6,7-tetrahydro-2H-cyclopenta[d]pyrimidine-2,4(3H)dione in sodium methylate/methanol with methyl iodide there is obtained 3-(4-chloro-2-fluoro-5-isopropoxyphenyl)-1,5,6,7-tetrahydro-1-methyl-2H-cyclopenta[d]-pyrimidine-2,4(3H)-dione, m.p. 125°-127° C.; The reactants are C(C)(=O)OC[C@@H]1C=C[C@@H](C1)N1C=2N=C(NC(C2N=C1)=O)N ((1S,4R)-[4-(2-Amino-1,6-dihydro-6-oxo-9H-purin-9-yl)-2-cyclopenten-1-yl]methyl acetate), P(=O)(Cl)(Cl)Cl (phosphoryl chloride), C(C)N(C1=CC=CC=C1)CC (N,N-diethyl aniline). Solvent: C(C)(=O)OCC (ethyl acetate). The product is C(C)(=O)OC[C@@H]1C=C[C@@H](C1)N1C2=NC(=NC(=C2N=C1)Cl)N ((1S,4R)-[4-(2-amino-6-chloro-9H-purin-9-yl)-2-cyclopenten-1-yl]methyl acetate). Reaction SMILES: [C:1]([O:4][CH2:5][C@H:6]1[CH2:10][C@@H:9]([N:11]2[CH:19]=[N:18][C:17]3[C:16](=O)[NH:15][C:14]([NH2:21])=[N:13][C:12]2=3)[CH:8]=[CH:7]1)(=[O:3])[CH3:2].P(Cl)(Cl)([Cl:24])=O.C(N(CC)C1C=CC=CC=1)C>C(OCC)(=O)C>[C:1]([O:4][CH2:5][C@H:6]1[CH2:10][C@@H:9]([N:11]2[CH:19]=[N:18][C:17]3[C:12]2=[N:13][C:14]([NH2:21])=[N:15][C:16]=3[Cl:24])[CH:8]=[CH:7]1)(=[O:3])[CH3:2]. Procedure details: (1S,4R)-[4-(2-Amino-1,6-dihydro-6-oxo-9H-purin-9-yl)-2-cyclopenten-1-yl]methyl acetate (50 mg, 0.17 mmole), phosphoryl chloride (2 mL), and N,N-diethyl aniline (38 μL) were refluxed for 3 minutes. Volatiles were evaporated, and ice-water (5 mL) was added to the residual oil. The solution was neutralized and extracted with methylene chloride (3×20 mL). The methylene chloride layers were dried (MgSO4) and evaporated to give crude product. Chromatography on silica gel (5% methanol-chloroform) gave ... Reactants: COc1cc(C=O)ccc1-n1cnc(C)c1, CCOP(=O)(OCC)C1CCC2CCC(c3ccc(F)cc3F)N2C1=O, [Li+], C1CCOC1, [OH-], O. The product is COc1cc(C=C2CCC3CCC(c4ccc(F)cc4F)N3C2=O)ccc1-n1cnc(C)c1. As a reaction SMILES: [CH3:3][O:4][c:5]1[cH:6][c:7]([CH:8]=[O:9])[cH:10][cH:11][c:12]1-[n:13]1[cH:14][n:15][c:16]([CH3:18])[cH:17]1.[F:19][c:20]1[c:21]([CH:27]2[CH2:28][CH2:29][CH:30]3[CH2:31][CH2:32][CH:33]([P:37](=[O:38])([O:39][CH2:40][CH3:41])[O:42][CH2:43][CH3:44])[C:34](=[O:36])[N:35]23)[cH:22][cH:23][c:24]([F:26])[cH:25]1.[Li+:1].[O:46]1[CH2:47][CH2:48][CH2:49][CH2:50]1.[OH-:2].[OH2:45]>>[CH3:3][O:4][c:5]1[cH:6][c:7]([CH:8]=[C:33]2[CH2:32][CH2:31][CH:30]3[CH2:29][CH2:28][CH:27]([c:21]4[c:20]([F:19])[cH:25][c:24]([F:26])[cH:23][cH:22]4)[N:35]3[C:34]2=[O:36])[cH:10][cH:11][c:12]1-[n:13]1[cH:14][n:15][c:16]([CH3:18])[cH:17]1. Starting materials: N1=CC=CC=C1 (Pyridine), N1(CCOCC1)C(CC=1C=NC=C(C1)C=1C=NC=2NCCCC2C1)=O (1-Morpholin-4-yl-2-[5-(5,6,7,8-tetrahydro-[1,8]naphthyridin-3-yl)-pyridin-3-yl]-ethanone), C(C)(=O)Cl (Acetyl chloride). The solvent is CCOC(=O)C (EtOAc), C(Cl)Cl (DCM). Reaction conditions: time 16 hour. The product is C(C)(=O)N1CCCC=2C=C(C=NC12)C=1C=C(C=NC1)CC(=O)N1CCOCC1 (2-[5-(8-Acetyl-5,6,7,8-tetrahydro-[1,8]naphthyridin-3-yl)-pyridin-3-yl]-1-morpholin-4-yl-ethanone). Reaction SMILES: [N:1]1([C:7](=[O:25])[CH2:8][C:9]2[CH:10]=[N:11][CH:12]=[C:13]([C:15]3[CH:16]=[N:17][C:18]4[NH:19][CH2:20][CH2:21][CH2:22][C:23]=4[CH:24]=3)[CH:14]=2)[CH2:6][CH2:5][O:4][CH2:3][CH2:2]1.N1C=CC=CC=1.[C:32](Cl)(=[O:34])[CH3:33]>C(Cl)Cl.CCOC(C)=O>[C:32]([N:19]1[C:18]2[N:17]=[CH:16][C:15]([C:13]3[CH:14]=[C:9]([CH2:8][C:7]([N:1]4[CH2:6][CH2:5][O:4][CH2:3][CH2:2]4)=[O:25])[CH:10]=[N:11][CH:12]=3)=[CH:24][C:23]=2[CH2:22][CH2:21][CH2:20]1)(=[O:34])[CH3:33]. Procedure details: 1-Morpholin-4-yl-2-[5-(5,6,7,8-tetrahydro-[1,8]naphthyridin-3-yl)-pyridin-3-yl]-ethanone (62.4 mg, 0.184 mmol) is dissolved in DCM (2 mL). Pyridine (0.089 mL, 1.11 mmol) is added. Acetyl chloride (1.0M in DCM, 0.55 mL, 0.55 mmol) is added dropwise and the mixture is stirred for 16 h. The mixture is diluted with EtOAc (50 mL), washed with water (3×5 mL), and brine, dried over sodium sulfate, filtered, and concentrated. The resulting crude product is purified by normal phase chromatography using 0... Yields the product O=S(=O)(c1ccccc1)n1cc(I)c2cc(Sc3ccccc3)cnc21. As a reaction SMILES: [Cl:30][CH2:31][Cl:32].[I:1][c:2]1[cH:3][nH:4][c:5]2[n:6][cH:7][c:8]([S:11][c:12]3[cH:13][cH:14][cH:15][cH:16][cH:17]3)[cH:9][c:10]12.[Na+:29].[OH-:28].[c:18]1([S:24](=[O:25])(=[O:26])[Cl:27])[cH:19][cH:20][cH:21][cH:22][cH:23]1>>[I:1][c:2]1[cH:3][n:4]([S:24]([c:18]2[cH:19][cH:20][cH:21][cH:22][cH:23]2)(=[O:25])=[O:26])[c:5]2[n:6][cH:7][c:8]([S:11][c:12]3[cH:13][cH:14][cH:15][cH:16][cH:17]3)[cH:9][c:10]12. The reactants are ClCCl, Ic1c[nH]c2ncc(Sc3ccccc3)cc12, [Na+], [OH-], O=S(=O)(Cl)c1ccccc1.